The task is: describe an organic reaction: reactants, conditions, products, and yield. This data is from the Open Reaction Database (ORD), a public repository of structured organic reaction records. Reactants: ClC=1C=C(C=CC1Cl)C1=NC(=NC(=C1)C(F)(F)F)N1C=NC(=C1)[Sn](CCCC)(CCCC)CCCC (4-(3,4-dichloro-phenyl)-2-(4-tributylstannanyl-imidazol-1-yl)-6-trifluoromethyl-pyrimidine), CC(C)(C)NS(=O)(=O)C1=CC=C(S1)Br (5-bromothiophene-2-N-tert-butylsulfonamide), CCCCCC (hexane). The reagents and catalysts are C=1C=CC(=CC1)[P](C=2C=CC=CC2)(C=3C=CC=CC3)[Pd]([P](C=4C=CC=CC4)(C=5C=CC=CC5)C=6C=CC=CC6)([P](C=7C=CC=CC7)(C=8C=CC=CC8)C=9C=CC=CC9)[P](C=1C=CC=CC1)(C=1C=CC=CC1)C=1C=CC=CC1 (tetrakis(triphenylphosphine)palladium). The solvent is C1(=CC=CC=C1)C (toluene). Reaction conditions: time 1 hour. Yields the product C(C)(C)(C)NS(=O)(=O)C=1SC(=CC1)C=1N=CN(C1)C1=NC(=CC(=N1)C1=CC(=C(C=C1)Cl)Cl)C(F)(F)F (5-{1-[4-(3,4-dichloro-phenyl)-6-trifluoromethyl-pyrimidin-2-yl]-1H-imidazol-4-yl}-thiophene-2-sulfonic acid tert-butyl amide). Isolated yield 83.1%. Reaction SMILES: [Cl:1][C:2]1[CH:3]=[C:4]([C:9]2[CH:14]=[C:13]([C:15]([F:18])([F:17])[F:16])[N:12]=[C:11]([N:19]3[CH:23]=[C:22]([Sn](CCCC)(CCCC)CCCC)[N:21]=[CH:20]3)[N:10]=2)[CH:5]=[CH:6][C:7]=1[Cl:8].[CH3:37][C:38]([NH:41][S:42]([C:45]1[S:49][C:48](Br)=[CH:47][CH:46]=1)(=[O:44])=[O:43])([CH3:40])[CH3:39].CCCCCC>C1(C)C=CC=CC=1.C1C=CC([P]([Pd]([P](C2C=CC=CC=2)(C2C=CC=CC=2)C2C=CC=CC=2)([P](C2C=CC=CC=2)(C2C=CC=CC=2)C2C=CC=CC=2)[P](C2C=CC=CC=2)(C2C=CC=CC=2)C2C=CC=CC=2)(C2C=CC=CC=2)C2C=CC=CC=2)=CC=1>[C:38]([NH:41][S:42]([C:45]1[S:49][C:48]([C:22]2[N:21]=[CH:20][N:19]([C:11]3[N:10]=[C:9]([C:4]4[CH:5]=[CH:6][C:7]([Cl:8])=[C:2]([Cl:1])[CH:3]=4)[CH:14]=[C:13]([C:15]([F:18])([F:16])[F:17])[N:12]=3)[CH:23]=2)=[CH:47][CH:46]=1)(=[O:43])=[O:44])([CH3:40])([CH3:37])[CH3:39] |^1:67,69,88,107|. Procedure details: A stirred mixture of 4-(3,4-dichloro-phenyl)-2-(4-tributylstannanyl-imidazol-1-yl)-6-trifluoromethyl-pyrimidine (Example G.6) (0.46 g, 0.71 mmol), commercially available 5-bromothiophene-2-N-tert-butylsulfonamide (0.23 g, 0.78 mmol), tetrakis(triphenylphosphine)palladium (0.049 g, 0.042 mmol) in toluene (8 mL) was heated under reflux conditions for 15 h, hexane (10 mL) was added and the mixture was stirred at RT for 1 h. The precipitate was collected by filtration and dried to yield 5-{1-[4-(3,4... Reactants: Cl (hydrogen chloride), C(C)(C)(C)OC(=O)N(NC=C1CSC2=C(C1=O)C=C(C=C2)Cl)C (3-(2-t-butoxycarbonyl-2-methylhydrazinomethylene)-6-chloro-2,3-dihydro-4H-1-benzothiopyran-4-one). Run in CO (methanol), CO (methanol). Run at time 8 hour. Yields the product ClC=1C=CC2=C(C1)C=1N(N=CC1CS2)C (8-chloro-1-methyl-1,4-dihydro[1]benzothiopyrano[4,3-c]pyrazole). The yield is 73.7%. Reaction SMILES: Cl.C(O[C:7]([N:9](C)[NH:10][CH:11]=[C:12]1[C:17](=O)[C:16]2[CH:19]=[C:20]([Cl:23])[CH:21]=[CH:22][C:15]=2[S:14][CH2:13]1)=O)(C)(C)C>CO>[Cl:23][C:20]1[CH:21]=[CH:22][C:15]2[S:14][CH2:13][C:12]3[CH:11]=[N:10][N:9]([CH3:7])[C:17]=3[C:16]=2[CH:19]=1. Reported procedure: A solution of hydrogen chloride in methanol (225 ml) was added to a suspension of 3-(2-t-butoxycarbonyl-2-methylhydrazinomethylene)-6-chloro-2,3-dihydro-4H-1-benzothiopyran-4-one (54.14 g) in methanol (550 ml). After being stirred at ambient temperature for 8 hours, the mixture was evaporated in vacuo and the residue was extracted with ethyl acetate after an addition of water. The extract was washed with aqueous sodium bicarbonate and then water, dried over magnesium sulfate, and evaporated in v...